describe an organic reaction: reactants, conditions, products, and yield From a dataset of the Open Reaction Database (ORD), a public repository of structured organic reaction records. Reactants: NC1=CC(NN1C(C)(C)C)=O (5-Amino-1-tert-butyl-1,2-dihydropyrazol-3-one), C(C)(C)(C)NN (tert butylhydrazine), C(#N)CC(=O)OCC (ethyl cyanoacetate), BrC=1C=C(C=O)C=CC1F (3-bromo-4-fluorobenzaldehyde), C1(CC(CC1)=O)=O (1,3-cyclopentanedione). Solvent: C(C)O (ethyl alcohol). Run at temperature 80 celsius. The product is BrC=1C=C(C=CC1F)C1C2=C(NC3=C1C(NN3C(C)(C)C)=O)CCC2=O (4-(3-bromo-4-fluorophenyl)-1-tert-butyl-1,2,4,6,7,8-hexahydrocyclopenta[b]pyrazolo[4,3-e]pyridine-3,5-dione). The yield is 19.0%. As a reaction SMILES: [NH2:1][C:2]1[N:6]([C:7]([CH3:10])([CH3:9])[CH3:8])[NH:5][C:4](=[O:11])[CH:3]=1.C(NN)(C)(C)C.C(CC(OCC)=O)#N.[Br:26][C:27]1[CH:28]=[C:29]([CH:32]=[CH:33][C:34]=1[F:35])[CH:30]=O.[C:36]1(=O)[CH2:40][CH2:39][C:38](=[O:41])[CH2:37]1>C(O)C>[Br:26][C:27]1[CH:28]=[C:29]([CH:30]2[C:3]3[C:4](=[O:11])[NH:5][N:6]([C:7]([CH3:8])([CH3:10])[CH3:9])[C:2]=3[NH:1][C:36]3[CH2:40][CH2:39][C:38](=[O:41])[C:37]2=3)[CH:32]=[CH:33][C:34]=1[F:35]. Reported procedure: 5-Amino-1-tert-butyl-1,2-dihydropyrazol-3-one (0.23 g, 1.5 mmol), prepared by the method of (A.Weisberger and A.Porter, J. Amer. Chem. Soc, (1944) 66, 1849) from tert butylhydrazine and ethyl cyanoacetate, 3-bromo-4-fluorobenzaldehyde (0.3 g, 1.5 mmol), and 1,3-cyclopentanedione (0.147 g, 1.5 mmol) in ethyl alcohol (3 mL) were heated at 80° C. for 2 days in a sealed tube. The solvent was evaporated under reduced pressure and the residue was chromatograhed on silica gel eluting with 10% ethanol/m...